Task: describe an organic reaction: reactants, conditions, products, and yield. Dataset: the Open Reaction Database (ORD), a public repository of structured organic reaction records The reactants are COC(C1=C(C=C(C(=C1)OC)[N+](=O)[O-])NC(C)=O)=O (2-acetylamino-5-methoxy-4-nitro-benzoic acid methyl ester), CO (methanol), S(O)(O)(=O)=O (sulfuric acid), C([O-])(O)=O.[K+] (potassium bicarbonate). The solvent is O (water), C(C)(=O)OCC (ethyl acetate), O (water). Reaction conditions: temperature 70 celsius. Product: COC(C1=C(C=C(C(=C1)OC)[N+](=O)[O-])N)=O (2-amino-5-methoxy-4-nitro-benzoic acid methyl ester). Isolated yield 79.1%. RXN SMILES: S(=O)(=O)(O)O.[CH3:6][O:7][C:8](=[O:24])[C:9]1[CH:14]=[C:13]([O:15][CH3:16])[C:12]([N+:17]([O-:19])=[O:18])=[CH:11][C:10]=1[NH:20]C(=O)C.CO.C(=O)(O)[O-].[K+]>C(OCC)(=O)C.O>[CH3:6][O:7][C:8](=[O:24])[C:9]1[CH:14]=[C:13]([O:15][CH3:16])[C:12]([N+:17]([O-:19])=[O:18])=[CH:11][C:10]=1[NH2:20] |f:3.4|. Reported procedure: 0.12 ml of sulfuric acid 98% are added dropwise at 0° C. (exothermic) to a suspension of 69 mg (0.257 mmol) of 2-acetylamino-5-methoxy-4-nitro-benzoic acid methyl ester, 0.69 ml of methanol and 0.12 ml of water. The mixture is then heated to 70° C. for 30 minutes, cooled to room temperature, poured onto a mixture of ice, water and ethyl acetate and the pH adjusted to 6 with concentrated potassium bicarbonate solution. The organic phase is separated, washed with brine, dried over sodium sulfate, ... Reactants: C(C(C)(C)C)(=O)OCC1=CC(=NO1)C1=C(C=CC=C1)C=1N=NN(N1)C(C1=CC=CC=C1)(C1=CC=CC=C1)C1=CC=CC=C1 ([3-[2-(2-Trityltetrazol-5-yl)phenyl]-5-isoxazolyl]methyl pivaloate), CCC([BH-](C(CC)C)C(CC)C)C.[Li+] (L-Selectride). Run in C1CCOC1 (THF). Run at temperature -20 celsius, time 18 hour. Product: C(C1=CC=CC=C1)(C1=CC=CC=C1)(C1=CC=CC=C1)N1N=C(N=N1)C1=C(C=CC=C1)C1=NOC(=C1)CO ([3-[2-(2-Trityltetrazol-5-yl)phenyl]-5-isoxazolyl]methanol). The yield is 84.4%. As a reaction SMILES: C([O:7][CH2:8][C:9]1[O:13][N:12]=[C:11]([C:14]2[CH:19]=[CH:18][CH:17]=[CH:16][C:15]=2[C:20]2[N:21]=[N:22][N:23]([C:25]([C:38]3[CH:43]=[CH:42][CH:41]=[CH:40][CH:39]=3)([C:32]3[CH:37]=[CH:36][CH:35]=[CH:34][CH:33]=3)[C:26]3[CH:31]=[CH:30][CH:29]=[CH:28][CH:27]=3)[N:24]=2)[CH:10]=1)(=O)C(C)(C)C.CCC(C)[BH-](C(C)CC)C(C)CC.[Li+]>C1COCC1>[C:25]([N:23]1[N:22]=[N:21][C:20]([C:15]2[CH:16]=[CH:17][CH:18]=[CH:19][C:14]=2[C:11]2[CH:10]=[C:9]([CH2:8][OH:7])[O:13][N:12]=2)=[N:24]1)([C:32]1[CH:33]=[CH:34][CH:35]=[CH:36][CH:37]=1)([C:38]1[CH:43]=[CH:42][CH:41]=[CH:40][CH:39]=1)[C:26]1[CH:27]=[CH:28][CH:29]=[CH:30][CH:31]=1 |f:1.2|. Procedure details: A 100 ml round-bottom flask, equipped with a magnetic stirring bar, septum, and nitrogen inlet, was charged with 348 mg (0.61 mmol, 1.0 equiv) of the starting pivaloate (from Step O) and 8 ml THF (over sieves). The system was cooled down to -20° C. 1.35 ml (1.0M solution in THF, 1.34 mmol, 2.2 equiv) L-Selectride solution was added dropwise into the solution. The reaction was moved to a -20° C. freezer, kept for 18 hours, and then quenched with a basic peroxide solution, containing 25% saturated... The reactants are C(=O)(OC)N1CCNCC1 (1-carbomethoxypiperazine), ClCCCC(C1=CC=C(C=C1)F)C1=CC=C(C=C1)F (4-chloro-1,1-bis-(p-fluorophenyl)-butane), C([O-])(O)=O.[Na+] (sodium bicarbonate), O (water). Run in C(C)O (ethanol). Yields the product Cl.C(=O)(OC)N1CCN(CC1)CCCC(C1=CC=C(C=C1)F)C1=CC=C(C=C1)F (1-carbomethoxy-4-[4,4-bis(p-fluorophenyl)butyl]-piperazine hydrochloride). Isolated yield 17.3%. RXN SMILES: [C:1]([N:5]1[CH2:10][CH2:9][NH:8][CH2:7][CH2:6]1)([O:3][CH3:4])=[O:2].[Cl:11][CH2:12][CH2:13][CH2:14][CH:15]([C:23]1[CH:28]=[CH:27][C:26]([F:29])=[CH:25][CH:24]=1)[C:16]1[CH:21]=[CH:20][C:19]([F:22])=[CH:18][CH:17]=1.C(=O)(O)[O-].[Na+].O>C(O)C>[ClH:11].[C:1]([N:5]1[CH2:10][CH2:9][N:8]([CH2:12][CH2:13][CH2:14][CH:15]([C:16]2[CH:17]=[CH:18][C:19]([F:22])=[CH:20][CH:21]=2)[C:23]2[CH:28]=[CH:27][C:26]([F:29])=[CH:25][CH:24]=2)[CH2:7][CH2:6]1)([O:3][CH3:4])=[O:2] |f:2.3,6.7|. Reported procedure: To a solution of 4.3 g (0.03 mole) 1-carbomethoxypiperazine in 10 ml of ethanol was added 10.0 g (0.036 mole) of 4-chloro-1,1-bis-(p-fluorophenyl)-butane and 5.0 g of sodium bicarbonate. The mixture was heated at reflux for 36 hours. 100 ml of water was added. The mixture was extracted twice with Et2O. The combined extracts were dried over sodium sulphate and concentrated. The residue was dissolved in ethanol-ether and the hydrochloride was precipitated with ethanolic HCl. The solid was collecte... Starting materials: white solid, C(C)C(=O)C (methyl ethyl ketone), N1=CC=CC=C1 (pyridine). Reported procedure: A mixture of 20.4 g of the white solid obtained in Intermediate Preparation Example 8, 6.4 g of n-octylamine, 80 g of methyl ethyl ketone and 0.8 g of pyridine was heated at a temperature of 70° C. and reacted with stirring for 10 hours. After cooling, the reaction mixture was added in 800 mL of methanol with stirring over 15 minutes, and the mixture was further stirred for one hour. A deposited solid was collected by filtration and dried in vacuo to obtain 28 g of a pale whitish yellow solid. T... Reaction SMILES: [CH2:1]([C:3](C)=O)[CH3:2].[N:6]1[CH:11]=[CH:10][CH:9]=[CH:8][CH:7]=1>>[CH2:11]([NH2:6])[CH2:10][CH2:9][CH2:8][CH2:7][CH2:2][CH2:1][CH3:3]. The yield is 489.6%. Product: C(CCCCCCC)N (n-octylamine). The reactants are ClCCN1C(NCC1)=O (1-(2-chloroethyl)imidazolidin-2-one), FC1=CC2=C(C(=NO2)C2CCNCC2)C=C1 (4-(6-fluoro-1,2-benzisoxazol-3-yl)piperidine), C([O-])([O-])=O.[K+].[K+] (potassium carbonate), [I-].[K+] (potassium iodide). The solvent is C(C(C)C)C(=O)C (methyl isobutyl ketone). The product is FC1=CC2=C(C(=NO2)C2CCN(CC2)CCN2C(NCC2)=O)C=C1 (1-{2-[4-(6-Fluoro-1,2-benzisoxazol-3-yl)piperid-1-yl]ethyl}imidazolidin-2-one). Yield: 61.9%. As a reaction SMILES: Cl[CH2:2][CH2:3][N:4]1[CH2:8][CH2:7][NH:6][C:5]1=[O:9].[F:10][C:11]1[CH:25]=[CH:24][C:14]2[C:15]([CH:18]3[CH2:23][CH2:22][NH:21][CH2:20][CH2:19]3)=[N:16][O:17][C:13]=2[CH:12]=1.C(=O)([O-])[O-].[K+].[K+].[I-].[K+]>C(C(C)=O)C(C)C>[F:10][C:11]1[CH:25]=[CH:24][C:14]2[C:15]([CH:18]3[CH2:19][CH2:20][N:21]([CH2:2][CH2:3][N:4]4[CH2:8][CH2:7][NH:6][C:5]4=[O:9])[CH2:22][CH2:23]3)=[N:16][O:17][C:13]=2[CH:12]=1 |f:2.3.4,5.6|. Procedure: 21.4 g (0.144 mol) of 1-(2-chloroethyl)imidazolidin-2-one, 23.6 g (0.107 mol) of 4-(6-fluoro-1,2-benzisoxazol-3-yl)piperidine, 92.9 g (0.67 mol) of potassium carbonate, 2.6 g of potassium iodide and 524 ml of methyl isobutyl ketone are placed in a three-necked flask. Refluxing is carried out for one night, and then the reaction mixture is concentrated and taken up in a mixture of water/ethyl acetate. Decanting is carried out, and the organic phase is washed several times with water and then extr...